From a dataset of the Open Reaction Database (ORD), a public repository of structured organic reaction records. describe an organic reaction: reactants, conditions, products, and yield The reactants are C(#N)C=1C=C2C=3CC(CCC3N(C2=CC1)CC1=CC(=CC=C1)F)NC(C(C)C)=O (N-(6-cyano-9-(3-fluorobenzyl)-2,3,4,9-tetrahydro-1H-carbazol-3-yl)isobutyramide), C(C)(=S)N (thioacetamide), C(=O)(O)[O-].[Na+] (NaHCO3). The solvent is Cl (HCl), O1CCOCC1 (dioxane). Yields the product FC=1C=C(CN2C3=CC=C(C=C3C=3CC(CCC23)NC(C(C)C)=O)C(N)=S)C=CC1 (N-(9-(3-Fluorobenzyl)-6-thiocarbamoyl-2,3,4,9-tetrahydro-1H-carbazol-3-yl)isobutyramide). RXN SMILES: [C:1]([C:3]1[CH:4]=[C:5]2[C:13](=[CH:14][CH:15]=1)[N:12]([CH2:16][C:17]1[CH:22]=[CH:21][CH:20]=[C:19]([F:23])[CH:18]=1)[C:11]1[CH2:10][CH2:9][CH:8]([NH:24][C:25](=[O:29])[CH:26]([CH3:28])[CH3:27])[CH2:7][C:6]2=1)#[N:2].C(N)(=[S:32])C.C([O-])(O)=O.[Na+]>Cl.O1CCOCC1>[F:23][C:19]1[CH:18]=[C:17]([CH:22]=[CH:21][CH:20]=1)[CH2:16][N:12]1[C:11]2[CH2:10][CH2:9][CH:8]([NH:24][C:25](=[O:29])[CH:26]([CH3:27])[CH3:28])[CH2:7][C:6]=2[C:5]2[C:13]1=[CH:14][CH:15]=[C:3]([C:1](=[S:32])[NH2:2])[CH:4]=2 |f:2.3|. Procedure details: Heat N-(6-cyano-9-(3-fluorobenzyl)-2,3,4,9-tetrahydro-1H-carbazol-3-yl)isobutyramide (Example 51) (1.00 g, 2.57 mmol) with thioacetamide (0.386 g, 5.14 mmol) at reflux temperature in 4N HCl in dioxane (30 mL) for 4 h. Allow to cool, pour onto water and neutralize with NaHCO3. Collect 0.98 g (90%) of a precipitate. Purify a portion of the material by silica gel chromatography (25-80% EtOAc/hexanes gradient) to give a yellow solid. MS (ES): m/z 424 (M+1); HPLC: Rt=1.90 min, (95%). Starting materials: C1(CC1)C1NC(C(C1)C1=CC=C(C=C1)Cl)C (2-cyclopropyl-4-(p-chlorophenyl)-5-methyl-pyrrolidine), BrC(C)O (bromoethanol). Product: Cl.OCCN1C(CC(C1C)C1=CC=C(C=C1)Cl)C1CC1 (N-hydroxyethyl-2-cyclopropyl-4-(p-chlorophenyl)-5-methylpyrrolidine hydrochloride). The yield is 65.6%. RXN SMILES: [CH:1]1([CH:4]2[CH2:8][CH:7]([C:9]3[CH:14]=[CH:13][C:12]([Cl:15])=[CH:11][CH:10]=3)[CH:6]([CH3:16])[NH:5]2)[CH2:3][CH2:2]1.Br[CH:18]([OH:20])[CH3:19]>>[ClH:15].[OH:20][CH2:18][CH2:19][N:5]1[CH:6]([CH3:16])[CH:7]([C:9]2[CH:10]=[CH:11][C:12]([Cl:15])=[CH:13][CH:14]=2)[CH2:8][CH:4]1[CH:1]1[CH2:3][CH2:2]1 |f:2.3|. Procedure: The procedure of Example XXXV using 15 g of 2-cyclopropyl-4-(p-chlorophenyl)-5-methyl-pyrrolidine and 8.8 g of bromoethanol gives 6.6 g of N-hydroxyethyl-2-cyclopropyl-4-(p-chlorophenyl)-5-methylpyrrolidine hydrochloride as white crystals after recrystallisation from ethyl acetate -- acetone (50:50). Melting point = 175°-180° C. Reactants: CC=1C=C2CC(C(C2=CC1)=O)N1C(=NC=C1)C(=O)N (1-(5-methyl-1-oxo-2-indanyl)imidazole-2-carboxamide), Cl (hydrochloric acid). The solvent is CO (methanol). Product: Cl.CC1=CC=2CC3=C(NC(C=4N3C=CN4)=O)C2C=C1 (8-methyl-5H, 10H-imidazo [1,2-a]indeno[1,2-e]pyrazin-4-one hydrochloride). As a reaction SMILES: [CH3:1][C:2]1[CH:3]=[C:4]2[C:8](=[CH:9][CH:10]=1)[C:7](=O)[CH:6]([N:12]1[CH:16]=[CH:15][N:14]=[C:13]1[C:17]([NH2:19])=[O:18])[CH2:5]2.[ClH:20]>CO>[ClH:20].[CH3:1][C:2]1[CH:10]=[CH:9][C:8]2[C:7]3[NH:19][C:17](=[O:18])[C:13]4[N:12]([CH:16]=[CH:15][N:14]=4)[C:6]=3[CH2:5][C:4]=2[CH:3]=1 |f:3.4|. Reported procedure: The procedure is carried out as in Example 1 but starting with 1.8 g of 1-(5-methyl-1-oxo-2-indanyl)imidazole-2-carboxamide, a total of 80 ml of methanol and 22 ml of 12N aqueous hydrochloric acid solution. 1.5 g of 8-methyl-5H, 10H-imidazo [1,2-a]indeno[1,2-e]pyrazin-4-one hydrochloride are thus obtained which decompose without melting above 300° C. [NMR spectrum: (200 MHz; DMSO-d6 ; δ in ppm): 2.42 (s, 3H: Ar--CH3); 4.05 (s, 2H: --CH2-- in position 10); 7.27 (broad d, J=8 Hz 1H: --H7); 7.48 (b... Starting materials: CC(C)([O-])C.[K+] (potassium tert-butoxide), BrCCOC (1-bromo-2-methoxy-ethane), C(C)(C)(C)OC(=O)N1CCC(CC1)OC=1N=NC(=C(C1)C1=CC(=C(C=C1)OC1CCCCC1)C=1C=NNC1)CCCC (4-{6-butyl-5-[4-cyclohexyloxy-3-(1H-pyrazol-4-yl)-phenyl]-pyridazin-3-yloxy}-piperidine-1-carboxylic acid tert-butyl ester), CC(C)([O-])C.[K+] (potassium tert-butoxide), BrCCOC (1-Bromo-2-methoxy-ethane). The solvent is C1CCOC1 (THF). Reaction conditions: time 40 minute. Product: C(C)(C)(C)OC(=O)N1CCC(CC1)OC=1N=NC(=C(C1)C1=CC(=C(C=C1)OC1CCCCC1)C=1C=NN(C1)CCOC)CCCC (4-(6-butyl-5-{4-cyclohexyloxy-3-[1-(2-methoxy-ethyl)-1H-pyrazol-4-yl]-phenyl}-pyridazin-3-yloxy)-piperidine-1-carboxylic acid tert-butyl ester). Yield: 67.1%. As a reaction SMILES: [C:1]([O:5][C:6]([N:8]1[CH2:13][CH2:12][CH:11]([O:14][C:15]2[N:16]=[N:17][C:18]([CH2:39][CH2:40][CH2:41][CH3:42])=[C:19]([C:21]3[CH:26]=[CH:25][C:24]([O:27][CH:28]4[CH2:33][CH2:32][CH2:31][CH2:30][CH2:29]4)=[C:23]([C:34]4[CH:35]=[N:36][NH:37][CH:38]=4)[CH:22]=3)[CH:20]=2)[CH2:10][CH2:9]1)=[O:7])([CH3:4])([CH3:3])[CH3:2].CC(C)([O-])C.[K+].Br[CH2:50][CH2:51][O:52][CH3:53]>C1COCC1>[C:1]([O:5][C:6]([N:8]1[CH2:9][CH2:10][CH:11]([O:14][C:15]2[N:16]=[N:17][C:18]([CH2:39][CH2:40][CH2:41][CH3:42])=[C:19]([C:21]3[CH:26]=[CH:25][C:24]([O:27][CH:28]4[CH2:33][CH2:32][CH2:31][CH2:30][CH2:29]4)=[C:23]([C:34]4[CH:38]=[N:37][N:36]([CH2:50][CH2:51][O:52][CH3:53])[CH:35]=4)[CH:22]=3)[CH:20]=2)[CH2:12][CH2:13]1)=[O:7])([CH3:4])([CH3:3])[CH3:2] |f:1.2|. Reported procedure: A mixture of 4-{6-butyl-5-[4-cyclohexyloxy-3-(1H-pyrazol-4-yl)-phenyl]-pyridazin-3-yloxy}-piperidine-1-carboxylic acid tert-butyl ester (0.14 mmol, 80.6 mg), potassium tert-butoxide (0.15 mmol, 17.2 mg, 98%) and THF (1 mL) was stirred at room temperature for 40 min. 1-Bromo-2-methoxy-ethane (0.17 mmol, 0.016 mL) was added and it was stirred for 2.5 h. More potassium tert-butoxide (0.30 mmol, 34.4 mg, 98%) was added and after stirring for 30 min, more 1-bromo-2-methoxy-ethane (0.34 mmol, 0.032 mL... Reactants: E9, ClC1=CC=C(C=N1)OC1=C(C=C(C=C1F)CO)F ((4-((6-chloropyridin-3-yl)oxy)-3,5-difluorophenyl)methanol), ClC=1C=C2N(C(N1)=O)CC(N2C)(C)C (7-chloro-1,2,2-trimethyl-2,3-dihydroimidazo[1,2-c]pyrimidin-5(1H)-one). Product: ClC1=CC=C(C=N1)OC1=C(C=C(COC=2C=C3N(C(N2)=O)CC(N3C)(C)C)C=C1F)F (7-((4-((6-chloropyridin-3-yl)oxy)-3,5-difluorobenzyl)oxy)-1,2,2-trimethyl-2,3-dihydroimidazo[1,2-c]pyrimidin-5(1H)-one). Reaction SMILES: [Cl:1][C:2]1[N:7]=[CH:6][C:5]([O:8][C:9]2[C:14]([F:15])=[CH:13][C:12]([CH2:16][OH:17])=[CH:11][C:10]=2[F:18])=[CH:4][CH:3]=1.Cl[C:20]1[CH:21]=[C:22]2[N:29]([CH3:30])[C:28]([CH3:32])([CH3:31])[CH2:27][N:23]2[C:24](=[O:26])[N:25]=1>>[Cl:1][C:2]1[N:7]=[CH:6][C:5]([O:8][C:9]2[C:14]([F:15])=[CH:13][C:12]([CH2:16][O:17][C:20]3[CH:21]=[C:22]4[N:29]([CH3:30])[C:28]([CH3:32])([CH3:31])[CH2:27][N:23]4[C:24](=[O:26])[N:25]=3)=[CH:11][C:10]=2[F:18])=[CH:4][CH:3]=1. Procedure: The title compound was prepared by a procedure similar to that described for E9 starting from (4-((6-chloropyridin-3-yl)oxy)-3,5-difluorophenyl)methanol and 7-chloro-1,2,2-trimethyl-2,3-dihydroimidazo[1,2-c]pyrimidin-5(1H)-one. Reactants: O=C(CSCC1=CNC2=CC=C(C=C12)OC)N1CCC(=CC1)C1=CC=CC=C1 (3-[4-oxo-4-(4-phenyl-1,2,3,6-tetrahydropyridyl)-2-thiabutyl]-5-methoxyindole), C(Cl)Cl.CO.C(C)(=O)OCC (CH2Cl2 methanol ethyl acetate). Yields the product O=C(CSCC1=C(NC2=CC=CC=C12)C)N1CCC(=CC1)C1=CC=CC=C1 (3-[4-oxo-4-(4-phenyl-1,2,3,6-tetrahydropyridyl)-2-thiabutyl]-2-methylindole). RXN SMILES: [O:1]=[C:2]([N:17]1[CH2:22][CH:21]=[C:20]([C:23]2[CH:28]=[CH:27][CH:26]=[CH:25][CH:24]=2)[CH2:19][CH2:18]1)[CH2:3][S:4][CH2:5][C:6]1[C:14]2[C:9](=[CH:10][CH:11]=[C:12](OC)[CH:13]=2)[NH:8][CH:7]=1.[CH2:29](Cl)Cl.CO.C(OCC)(=O)C>>[O:1]=[C:2]([N:17]1[CH2:22][CH:21]=[C:20]([C:23]2[CH:28]=[CH:27][CH:26]=[CH:25][CH:24]=2)[CH2:19][CH2:18]1)[CH2:3][S:4][CH2:5][C:6]1[C:14]2[C:9](=[CH:10][CH:11]=[CH:12][CH:13]=2)[NH:8][C:7]=1[CH3:29] |f:1.2.3|. Procedure: 3-[4-oxo-4-(4-phenyl-1,2,3,6-tetrahydropyridyl)-2-thiabutyl]-5-methoxyindole, Rf 0.78 (CH2Cl2 /methanol/ethyl acetate 7:2:1) Starting materials: CCCC[N+](CCCC)(CCCC)CCCC, ClCCl, CI, CO, Nc1ncnc2[nH]cnc12, [OH-]. The product is Cn1cnc2c(N)ncnc21. As a reaction SMILES: [CH2:12]([N+:13]([CH2:14][CH2:15][CH2:16][CH3:17])([CH2:18][CH2:19][CH2:20][CH3:21])[CH2:22][CH2:23][CH2:24][CH3:25])[CH2:26][CH2:27][CH3:28].[CH2:33]([Cl:34])[Cl:35].[CH3:29][I:30].[CH3:31][OH:32].[NH2:1][c:2]1[n:3][cH:4][n:5][c:6]2[nH:7][cH:8][n:9][c:10]12.[OH-:11]>>[NH2:1][c:2]1[n:3][cH:4][n:5][c:6]2[n:7]([CH3:12])[cH:8][n:9][c:10]12.